This data is from the Open Reaction Database (ORD), a public repository of structured organic reaction records. The task is: describe an organic reaction: reactants, conditions, products, and yield Starting materials: OC1=C(C(=O)O)C=CC=C1C (2-hydroxy-3-methylbenzoic acid), [H-].[Al+3].[Li+].[H-].[H-].[H-] (lithium aluminum hydride), [Cl-].[Na+] (sodium chloride), C(C)(C)O (isopropanol). Run in CCOCC (ether), CCOCC (ether). Reaction conditions: time 10 hour. Yields the product CC1=CC=CC(=C1O)CO (6-Methyl-2-hydroxymethylphenol). Reaction SMILES: [H-].[Al+3].[Li+].[H-].[H-].[H-].[OH:7][C:8]1[C:16]([CH3:17])=[CH:15][CH:14]=[CH:13][C:9]=1[C:10](O)=[O:11].C(O)(C)C.[Cl-].[Na+]>CCOCC>[CH3:17][C:16]1[C:8]([OH:7])=[C:9]([CH2:10][OH:11])[CH:13]=[CH:14][CH:15]=1 |f:0.1.2.3.4.5,8.9|. Reported procedure: 4.9 mmol of lithium aluminum hydride are placed, under a nitrogen atmosphere, in 50 ml of ether. 3.3 mmol of 2-hydroxy-3-methylbenzoic acid, in solution in 40 ml of ether, are added dropwise while maintaining a reflux for 4 hours. The mixture is then cooled on ice and 12.5 ml of isopropanol and then 7.5 ml of a saturated sodium chloride solution are added. After 10 hours at room temperature, the mixture is filtered, rinsed with 1N hydrochloric acid and extracted with ether. The product is then o... Reactants: BrC1=CC=C(C(=O)CC(=O)OCC)C=C1 (ethyl (4-bromobenzoyl)acetate), COC(N(C)C)OC (N,N-dimethylformamide dimethyl acetal), Cl.NO (Hydroxylamine hydrochloride). Reaction conditions: temperature 100 celsius, time 1 hour. Yields the product C(C)OC(=O)C=1C=NOC1C1=CC=C(C=C1)Br (5-(4-Bromo-phenyl)-isoxazole-4-carboxylic acid ethyl ester). Reaction SMILES: [Br:1][C:2]1[CH:15]=[CH:14][C:5]([C:6]([CH2:8][C:9]([O:11][CH2:12][CH3:13])=[O:10])=[O:7])=[CH:4][CH:3]=1.Cl.NO.CO[CH:21](OC)[N:22](C)C>>[CH2:12]([O:11][C:9]([C:8]1[CH:21]=[N:22][O:7][C:6]=1[C:5]1[CH:4]=[CH:3][C:2]([Br:1])=[CH:15][CH:14]=1)=[O:10])[CH3:13] |f:1.2|. Procedure: A solution of ethyl (4-bromobenzoyl)acetate (1.19 g, 4.39 mmol) in N,N-dimethylformamide dimethyl acetal (10 mL) was stirred at 100° C. for 1 hour. The mixture was concentrated, and the residue was dissolved in EtOH (10 mL). Hydroxylamine hydrochloride (0.454 g, 6.57 mmol) was added, and the reaction was stirred at 100° C. for 1 hour. After cooling to room temperature, the mixture was partitioned between EtOAc and H2O, and the organic layer was separated, dried over MgSO4, filtered, and concentr...